Dataset: the Open Reaction Database (ORD), a public repository of structured organic reaction records. Task: describe an organic reaction: reactants, conditions, products, and yield Reactants: Teflon, 34.1, cupric acetate, [Cl-].[Ba+2].[Cl-] (barium chloride), C(C)(=O)O (acetic acid), C=CC1=CC=CC=C1 (styrene), N#N.O=O.[C]=O (nitrogen oxygen carbon monoxide), CO (methanol). The reagents and catalysts are [Pd] (Pd), [Pd] (palladium), [Pd] (Pd). Run at temperature 120 celsius, time 3 hour. The product is C(C=CC1=CC=CC=C1)(=O)OC (methyl cinnamate). As a reaction SMILES: [Cl-].[Ba+2].[Cl-].[C:4]([OH:7])(=[O:6])[CH3:5].C=[CH:9][C:10]1[CH:15]=[CH:14][CH:13]=[CH:12][CH:11]=1.N#N.O=O.[C]=O.[CH3:22]O>[Pd]>[C:4]([O:7][CH3:22])(=[O:6])[CH:5]=[CH:9][C:10]1[CH:15]=[CH:14][CH:13]=[CH:12][CH:11]=1 |f:0.1.2,5.6.7,^3:19|. Procedure details: Into a Teflon inner-cylinder Hastelloy C autoclave of a capacity of 300 ml and equipped with a magnetic induction rotating stirrer, a reflux condenser, a gas inlet pipe and a liquid withdrawal pipe were charged 0.5% Pd/A.C. (0.5% by weight of palladium supported on active carbon) in an amount of 0.05 mmol as Pd, 20 mmol of cupric acetate, 20 mmol of barium chloride, 160 mmol of acetic acid, 70 ml of styrene and 30 ml of methanol, then, a mixed gas of nitrogen/oxygen/carbon monoxide (84.9/5.6/9.5... Reactants: Cl (hydrochloric acid), aqueous saturated solution, [OH-].[Na+] (sodium hydroxide), CC1=C(N=C(O1)C1=CC=CC=C1)COC1=CC=C(CO\N=C(\C(=O)OCC)/C=2C=NC=CC2)C=C1 (ethyl E-2-[4-(5-methyl-2-phenyl-4-oxazolylmethoxy)benzyloxyimino]-2-(3-pyridyl)acetate). Run in O1CCCC1 (tetrahydrofuran). Conditions: temperature 40 celsius, time 1 hour. The product is CC1=C(N=C(O1)C1=CC=CC=C1)COC1=CC=C(CO\N=C(\C(=O)O)/C=2C=NC=CC2)C=C1 (E-2-[4-(5-methyl-2-phenyl-4-oxazolylmethoxy)benzyloxyimino]-2-(3-pyridyl)acetic acid). The yield is 87.3%. RXN SMILES: [OH-].[Na+].[CH3:3][C:4]1[O:8][C:7]([C:9]2[CH:14]=[CH:13][CH:12]=[CH:11][CH:10]=2)=[N:6][C:5]=1[CH2:15][O:16][C:17]1[CH:37]=[CH:36][C:20]([CH2:21][O:22]/[N:23]=[C:24](\[C:30]2[CH:31]=[N:32][CH:33]=[CH:34][CH:35]=2)/[C:25]([O:27]CC)=[O:26])=[CH:19][CH:18]=1.Cl>O1CCCC1>[CH3:3][C:4]1[O:8][C:7]([C:9]2[CH:14]=[CH:13][CH:12]=[CH:11][CH:10]=2)=[N:6][C:5]=1[CH2:15][O:16][C:17]1[CH:37]=[CH:36][C:20]([CH2:21][O:22]/[N:23]=[C:24](\[C:30]2[CH:31]=[N:32][CH:33]=[CH:34][CH:35]=2)/[C:25]([OH:27])=[O:26])=[CH:19][CH:18]=1 |f:0.1|. Procedure: A 1N aqueous saturated solution of sodium hydroxide (5 ml) was added to a solution of ethyl E-2-[4-(5-methyl-2-phenyl-4-oxazolylmethoxy)benzyloxyimino]-2-(3-pyridyl)acetate (520 mg) in tetrahydrofuran (10 ml)-metbanol (5 ml) and stirred at 40° C. for 1 hour. 1N hydrochloric acid (5.5 ml) was added to the reaction mixture and extracted with ethyl acetate. The ethyl acetate layer was washed with an aqueous saturated solution of sodium chloride, dried (MgSO4) and concentrated. The residue was recry... The reactants are CO, CS(=O)(=O)OC1CN(C(c2ccc(Cl)cc2)c2ccc(Cl)cc2)C1, N. Product: NC1CN(C(c2ccc(Cl)cc2)c2ccc(Cl)cc2)C1. As a reaction SMILES: [CH3:26][OH:27].[CH3:2][S:3]([O:4][CH:7]1[CH2:8][N:9]([CH:11]([c:12]2[cH:13][cH:14][c:15]([Cl:18])[cH:16][cH:17]2)[c:19]2[cH:20][cH:21][c:22]([Cl:25])[cH:23][cH:24]2)[CH2:10]1)(=[O:5])=[O:6].[NH3:1]>>[NH2:1][CH:7]1[CH2:8][N:9]([CH:11]([c:12]2[cH:13][cH:14][c:15]([Cl:18])[cH:16][cH:17]2)[c:19]2[cH:20][cH:21][c:22]([Cl:25])[cH:23][cH:24]2)[CH2:10]1.